From a dataset of the Open Reaction Database (ORD), a public repository of structured organic reaction records. describe an organic reaction: reactants, conditions, products, and yield Starting materials: C1(=CC=CC=C1)C1=CC(=C(C(=C1)\C=C/C1=CC(=C(C(=C1)OC)OC)OC)O[Si](C)(C)C(C)(C)C)O[Si](C)(C)C(C)(C)C (4-Phenyl-6-[(Z)-2-(3,4,5-trimethoxyphenyl)vinyl]-1,2-di(tert-butyldimethylsilyloxy)benzene), [F-].[K+] (potassium fluoride). Run in C(C)(C)(C)OC (tertbutylmethyl ether), CO.CN(C=O)C (methanol dimethylformamide), C(C)(=O)O (acetic acid). Reaction conditions: time 6 hour. Yields the product C1(=CC=CC=C1)C1=CC(=C(C(=C1)\C=C/C1=CC(=C(C(=C1)OC)OC)OC)O)O (4-Phenyl-6-[(Z)-2-(3,4,5-trimethoxyphenyl)vinyl]-1,2-dihydroxybenzene). Reaction SMILES: [C:1]1([C:7]2[CH:12]=[C:11](/[CH:13]=[CH:14]\[C:15]3[CH:20]=[C:19]([O:21][CH3:22])[C:18]([O:23][CH3:24])=[C:17]([O:25][CH3:26])[CH:16]=3)[C:10]([O:27][Si](C(C)(C)C)(C)C)=[C:9]([O:35][Si](C(C)(C)C)(C)C)[CH:8]=2)[CH:6]=[CH:5][CH:4]=[CH:3][CH:2]=1.[F-].[K+]>CO.CN(C)C=O.C(O)(=O)C.C(OC)(C)(C)C>[C:1]1([C:7]2[CH:12]=[C:11](/[CH:13]=[CH:14]\[C:15]3[CH:20]=[C:19]([O:21][CH3:22])[C:18]([O:23][CH3:24])=[C:17]([O:25][CH3:26])[CH:16]=3)[C:10]([OH:27])=[C:9]([OH:35])[CH:8]=2)[CH:2]=[CH:3][CH:4]=[CH:5][CH:6]=1 |f:1.2,3.4|. Reported procedure: To a solution of 24 (0.05 g, 0.082 mmol) in methanol:dimethylformamide 1:1 (2 mL), acetic acid was added (0.025 mL, 0.41 mmol) followed by potassium fluoride (0.024 mg, 0.41 mmol). The mixture was stirred for 6 hours then diluted with tertbutylmethyl ether (50 mL) and washed with water (10 mL) then brine (50 mL), then dried over sodium sulphate. The solvent was removed under reduced pressure to give a crude which was purified by column (cyclohexane:AcOEt 6:4+1% AcOH) to give 0.097 g of ZSB-80: Reactants: ClCCl, COc1ccc(NC(Cc2ccc(Cl)cc2CNC(=O)OC(C)(C)C)C(F)F)cc1, O=C(O)C(F)(F)F. The product is COc1ccc(NC(Cc2ccc(Cl)cc2CN)C(F)F)cc1. RXN SMILES: [Cl:38][CH2:39][Cl:40].[Cl:8][c:9]1[cH:10][cH:11][c:12]([CH2:24][CH:25]([CH:26]([F:27])[F:28])[NH:29][c:30]2[cH:31][cH:32][c:33]([O:36][CH3:37])[cH:34][cH:35]2)[c:13]([CH2:14][NH:15][C:16](=[O:17])[O:18][C:19]([CH3:20])([CH3:21])[CH3:22])[cH:23]1.[F:1][C:2]([F:3])([F:4])[C:5]([OH:6])=[O:7]>>[Cl:8][c:9]1[cH:10][cH:11][c:12]([CH2:24][CH:25]([CH:26]([F:27])[F:28])[NH:29][c:30]2[cH:31][cH:32][c:33]([O:36][CH3:37])[cH:34][cH:35]2)[c:13]([CH2:14][NH2:15])[cH:23]1.